describe an organic reaction: reactants, conditions, products, and yield From a dataset of the Open Reaction Database (ORD), a public repository of structured organic reaction records. Reactants: NC(=O)N (Urea), Cl.C(C)N=C=NCCCN(C)C (1-ethyl-3-(3-dimethylaminopropyl)carbodiimide hydrochloride), [C-]1(C=CC=C1)C(=O)O.[CH-]1C=CC=C1.[Fe+2] (ferrocenecarboxylic acid). Solvent: C1CN(CCN1CCO)CCS(=O)(=O)O (HEPES). Yields the product [CH-]1C=CC=C1.[CH-]1C=CC=C1.[Fe+2] (Ferrocene). Reaction SMILES: NC(N)=O.Cl.C(N=C=NCCCN(C)C)C.[C-:17]1(C(O)=O)[CH:21]=[CH:20][CH:19]=[CH:18]1.[CH-:25]1[CH:29]=[CH:28][CH:27]=[CH:26]1.[Fe+2:30]>C1N(CCO)CCN(CCS(O)(=O)=O)C1>[CH-:17]1[CH:21]=[CH:20][CH:19]=[CH:18]1.[CH-:25]1[CH:29]=[CH:28][CH:27]=[CH:26]1.[Fe+2:30] |f:1.2,3.4.5,7.8.9|. Procedure: Urea (4050 mg), (1-ethyl-3-(3-dimethylaminopropyl)carbodiimide hydrochloride (500 mg) and ferrocenecarboxylic acid (450 mg) were dissolved in a 0.15M HEPES buffer (25 ml). The solution was adjusted to the pH value of 7.3. The GOD solution was added thereto, and the mixture was allowed to stand at 4° C. in a dark place overnight while confirming several times that the pH value was 7.3. The reaction mixture was dialyzed by using a 0.1M phosphate buffer (pH 6.0) as external solution. In the dialysi... The reactants are O.NN (Hydrazine hydrate), [N+](=O)([O-])C1=C(C=CC=C1OCC1=CC=CC=C1)C=CN1CCCC1 (1-[2-[2-nitro-3-(phenylmethoxy)phenyl]ethenyl]pyrrolidine), [N+](=O)([O-])C1=C(C=CC=C1OCC1=CC=CC=C1)C=CN1CCCC1 (1-[2-[2-Nitro-3-(phenylmethoxy)phenyl]ethenyl]pyrrolidine), O.NN (hydrazine hydrate). Reagents/catalysts: [Ni] (Raney-Nickel). Solvent: CO (methanol). Run at time 8 hour. Yields the product C(C1=CC=CC=C1)OC=1C=CC=C2C=CNC12 (7-benzyloxyindole). As a reaction SMILES: O.NN.[N+]([C:7]1[C:12]([O:13][CH2:14][C:15]2[CH:20]=[CH:19][CH:18]=[CH:17][CH:16]=2)=[CH:11][CH:10]=[CH:9][C:8]=1[CH:21]=[CH:22][N:23]1CCCC1)([O-])=O>CO.[Ni]>[CH2:14]([O:13][C:12]1[CH:11]=[CH:10][CH:9]=[C:8]2[C:7]=1[NH:23][CH:22]=[CH:21]2)[C:15]1[CH:16]=[CH:17][CH:18]=[CH:19][CH:20]=1 |f:0.1|. Procedure details: Hydrazine hydrate (4.6 g, 92 mmol, 85% solution) was added to a mechanically stirred mixture of 1-[2-[2-nitro-3-(phenylmethoxy)phenyl]ethenyl]pyrrolidine and N-methyl-N-[2-[2-nitro-3-(phenylmethoxy)phenyl]ethenyl]methanamine (20 g, 61.8 mmol, crude product obtained as described in Step 2) and Raney-Nickel (5 g) in methanol (500 mL), care being taken to keep the temperature at 45°-50° C. Two additional portions of hydrazine hydrate (4.6 g each ) were added after 30 and 60 minutes, respectively. T... RXN SMILES: [Cl:1][C:2]1[CH:3]=[CH:4][C:5]2[N:11]([C:12](=[O:30])[C:13]3[CH:18]=[CH:17][C:16]([NH:19][C:20](=[O:28])[C:21]4[CH:26]=[CH:25][CH:24]=[CH:23][C:22]=4[CH3:27])=[CH:15][C:14]=3[CH3:29])[CH2:10][CH2:9][CH2:8][C:7](=[O:31])[C:6]=2[CH:32]=1>O>[CH3:27][C:22]1[CH:23]=[CH:24][CH:25]=[CH:26][C:21]=1[C:20]([NH:19][C:16]1[CH:17]=[CH:18][C:13]([C:12]([N:11]2[C:5]3[CH:4]=[CH:3][C:2]([Cl:1])=[CH:32][C:6]=3[CH:7]([OH:31])[CH2:8][CH2:9][CH2:10]2)=[O:30])=[C:14]([CH3:29])[CH:15]=1)=[O:28]. Reactants: ClC=1C=CC2=C(C(CCCN2C(C2=C(C=C(C=C2)NC(C2=C(C=CC=C2)C)=O)C)=O)=O)C1 (7-chloro-1-[2-methyl-4-(2-methylbenzoylamino) benzoyl]-5-oxo-2,3,4,5-tetrahydro-1H-1-benzazepine), Formula 2, alcohol. The solvent is O (water). Yields the product CC=1C=CC=CC1C(=O)NC=2C=CC(=C(C2)C)C(=O)N3CCCC(C4=C3C=CC(=C4)Cl)O (Tolvaptan), Formula 1. Reported procedure: In a preferred embodiment of the present invention, starting material 7-chloro-1-[2-methyl-4-(2-methylbenzoylamino) benzoyl]-5-oxo-2,3,4,5-tetrahydro-1H-1-benzazepine of Formula 2 is reduced using hydrogenating agent in a solvent mixture containing alcohol and water to obtain Tolvaptan of Formula 1.